This data is from the Open Reaction Database (ORD), a public repository of structured organic reaction records. The task is: describe an organic reaction: reactants, conditions, products, and yield The reactants are CCOC(=O)C(=O)c1sccc1Nc1c(Cl)cccc1Cl, CCO, [K+], [OH-], O. The product is O=C(O)C(=O)c1sccc1Nc1c(Cl)cccc1Cl. As a reaction SMILES: [CH2:1]([CH3:2])[O:3][C:4]([C:5](=[O:6])[c:7]1[s:8][cH:9][cH:10][c:11]1[NH:12][c:13]1[c:14]([Cl:20])[cH:15][cH:16][cH:17][c:18]1[Cl:19])=[O:21].[CH3:24][CH2:25][OH:26].[K+:23].[OH-:22].[OH2:27]>>[O:3]=[C:4]([C:5](=[O:6])[c:7]1[s:8][cH:9][cH:10][c:11]1[NH:12][c:13]1[c:14]([Cl:20])[cH:15][cH:16][cH:17][c:18]1[Cl:19])[OH:21].